This data is from the Open Reaction Database (ORD), a public repository of structured organic reaction records. The task is: describe an organic reaction: reactants, conditions, products, and yield Procedure details: Precursors suitable for preparation of fullerene derivatives were prepared. First, methyl 4-benzoylbutyrate was prepared as follows. A solution of 4-benzoylbutyric acid (11.9 g, 0.0619 mol) in MeOH (250 ml) with a catalytic amount of sulfuric acid (96%, 6 drops) was refluxed for 5 hours. Solvent was removed and 50 ml water was added. The reaction product was extracted with dichloromethane to provide an organic layer. The organic layer was separated, dried over MgSO4 and passed through a plug of ... Reagents/catalysts: S(O)(O)(=O)=O (sulfuric acid). Yield: 99.0%. As a reaction SMILES: [C:1]([CH2:9][CH2:10][CH2:11][C:12]([OH:14])=[O:13])(=[O:8])[C:2]1[CH:7]=[CH:6][CH:5]=[CH:4][CH:3]=1.[CH3:15]O>S(=O)(=O)(O)O>[C:1]([CH2:9][CH2:10][CH2:11][C:12]([O:14][CH3:15])=[O:13])(=[O:8])[C:2]1[CH:7]=[CH:6][CH:5]=[CH:4][CH:3]=1. Product: C(C1=CC=CC=C1)(=O)CCCC(=O)OC (methyl 4-benzoylbutyrate), methyl ester. Starting materials: fullerene, C(C1=CC=CC=C1)(=O)CCCC(=O)O (4-benzoylbutyric acid), CO (MeOH). Reactants: ClC1=CC(=NC2=CC=CC=C12)C1=CC=C(C=C1)OC (4-chloro-2-(4-methoxy-phenyl)-quinoline), C(O)CN (ethanolamine). Yields the product Cl.COC1=CC=C(C=C1)C1=NC2=CC=CC=C2C(=C1)NCCO (2-[2-(4-Methoxy-phenyl)-quinolin-4-ylamino]-ethanol hydrochloride). Reaction SMILES: [Cl:1][C:2]1[C:11]2[C:6](=[CH:7][CH:8]=[CH:9][CH:10]=2)[N:5]=[C:4]([C:12]2[CH:17]=[CH:16][C:15]([O:18][CH3:19])=[CH:14][CH:13]=2)[CH:3]=1.[CH2:20]([CH2:22][NH2:23])[OH:21]>>[ClH:1].[CH3:19][O:18][C:15]1[CH:16]=[CH:17][C:12]([C:4]2[CH:3]=[C:2]([NH:23][CH2:22][CH2:20][OH:21])[C:11]3[C:6](=[CH:7][CH:8]=[CH:9][CH:10]=3)[N:5]=2)=[CH:13][CH:14]=1 |f:2.3|. Procedure: The title compound, m.p. 211-213° C. and MS: m/e=294 (M+), was prepared from 4-chloro-2-(4-methoxy-phenyl)-quinoline and ethanolamine. Reactants: CC(CN(C)C)C(CN)(c1ccccc1)c1ccccc1, Cl, N#CO[K], O. Product: CC(CN(C)C)C(CNC(N)=O)(c1ccccc1)c1ccccc1. As a reaction SMILES: [CH3:5][N:6]([CH2:7][CH:8]([C:9]([CH2:10][NH2:11])([c:12]1[cH:13][cH:14][cH:15][cH:16][cH:17]1)[c:18]1[cH:19][cH:20][cH:21][cH:22][cH:23]1)[CH3:24])[CH3:25].[ClH:27].[K:1][O:2][C:3]#[N:4].[OH2:26]>>[O:2]=[C:3]([NH2:4])[NH:11][CH2:10][C:9]([CH:8]([CH2:7][N:6]([CH3:5])[CH3:25])[CH3:24])([c:12]1[cH:13][cH:14][cH:15][cH:16][cH:17]1)[c:18]1[cH:19][cH:20][cH:21][cH:22][cH:23]1. Starting materials: FC(C(=O)Cl)=C (α-fluoroacryloyl chloride), C1(=C(C(=C(C(=C1Cl)Cl)Cl)Cl)Cl)[O-].[K+] (potassium pentachlorophenate). Solvent: C(C)#N (acetonitrile). Reaction conditions: time 90 minute. Product: FC(C(=O)OC1=C(C(=C(C(=C1Cl)Cl)Cl)Cl)Cl)=C (pentachlorophenyl α-fluoroacrylate). Isolated yield 51.0%. As a reaction SMILES: [F:1][C:2](=[CH2:6])[C:3](Cl)=[O:4].[C:7]1([O-:18])[C:12]([Cl:13])=[C:11]([Cl:14])[C:10]([Cl:15])=[C:9]([Cl:16])[C:8]=1[Cl:17].[K+]>C(#N)C>[F:1][C:2](=[CH2:6])[C:3]([O:18][C:7]1[C:8]([Cl:17])=[C:9]([Cl:16])[C:10]([Cl:15])=[C:11]([Cl:14])[C:12]=1[Cl:13])=[O:4] |f:1.2|. Procedure: 13.9 g (0.128 mol) of α-fluoroacryloyl chloride (obtained in accordance with example 1c) were added dropwise, at a temperature of 25° C., with stirring and in the course of 30 minutes, to a solution of 30 g (0.0985 mol) of potassium pentachlorophenate in 400 ml of anhydrous acetonitrile, and the reaction mixture was then stirred for a further 90 minutes at the same temperature. The solid formed was filtered off and washed with 20 ml of anhydrous acetonitrile. After 0.01 g of hydroquinone monomet... Starting materials: Cc1ccccc1, Cc1ccc(CCl)cc1, CCC(C)Cl, [K]. The product is CCC(C)Cc1ccc(C)cc1. As a reaction SMILES: [CH3:16][c:17]1[cH:18][cH:19][cH:20][cH:21][cH:22]1.[CH3:1][c:2]1[cH:3][cH:4][c:5]([CH2:6][Cl:7])[cH:8][cH:9]1.[CH:10]([CH3:11])([CH2:12][CH3:13])[Cl:14].[K:15]>>[CH3:1][c:2]1[cH:3][cH:4][c:5]([CH2:6][CH:10]([CH3:11])[CH2:12][CH3:13])[cH:8][cH:9]1. Starting materials: O=C([O-])[O-], COCCOC, COc1ccc2c(OCCn3nc(Cl)ccc3=O)ccnc2c1, ClCCl, Cl, NCc1ccc(B(O)O)cc1, [Na+], [Na+]. Yields the product COc1ccc2c(OCCn3nc(-c4ccc(CN)cc4)ccc3=O)ccnc2c1. RXN SMILES: [C:36](=[O:37])([O-:38])[O-:39].[CH3:45][O:46][CH2:47][CH2:48][O:49][CH3:50].[Cl:1][c:2]1[cH:3][cH:4][c:5](=[O:23])[n:6]([CH2:8][CH2:9][O:10][c:11]2[cH:12][cH:13][n:14][c:15]3[cH:16][c:17]([O:21][CH3:22])[cH:18][cH:19][c:20]23)[n:7]1.[Cl:42][CH2:43][Cl:44].[ClH:35].[NH2:24][CH2:25][c:26]1[cH:27][cH:28][c:29]([B:32]([OH:33])[OH:34])[cH:30][cH:31]1.[Na+:40].[Na+:41]>>[c:2]1(-[c:29]2[cH:28][cH:27][c:26]([CH2:25][NH2:24])[cH:31][cH:30]2)[cH:3][cH:4][c:5](=[O:23])[n:6]([CH2:8][CH2:9][O:10][c:11]2[cH:12][cH:13][n:14][c:15]3[cH:16][c:17]([O:21][CH3:22])[cH:18][cH:19][c:20]23)[n:7]1.